Dataset: the Open Reaction Database (ORD), a public repository of structured organic reaction records. Task: describe an organic reaction: reactants, conditions, products, and yield Reactants: C(=O)(OC(C)(C)C)N(CC(C)O)CC#C (N-Boc-1-prop-2-ynylamino-propan-2-ol), FC(C(=O)O)(F)F.C(Cl)Cl (trifluoroacetic acid CH2Cl2), C(C)(=O)C=1C=C(NC1)\C=C\1/C(NC2=CC=C(C(=C12)I)F)=O ((Z)-3-[(4-Acetyl-1H-pyrrol-2-yl)methylene]-1,3-dihydro-5-fluoro-4-iodo-2H-indol-2-one). Reagents/catalysts: C=1C=CC(=CC1)[P](C=2C=CC=CC2)(C=3C=CC=CC3)[Pd]([P](C=4C=CC=CC4)(C=5C=CC=CC5)C=6C=CC=CC6)([P](C=7C=CC=CC7)(C=8C=CC=CC8)C=9C=CC=CC9)[P](C=1C=CC=CC1)(C=1C=CC=CC1)C=1C=CC=CC1 ((Ph3P)4Pd), O (water). The solvent is C(Cl)Cl (CH2Cl2), CN(C)C=O (DMF), CCN(CC)CC (Et3N). Conditions: temperature 0 celsius, time 2 hour. The product is Cl.C(C)(=O)C=1C=C(NC1)\C=C\1/C(NC2=CC=C(C(=C12)C#CCNCC(C)O)F)=O (rac-(Z)-3-[(4-Acetyl-1H-pyrrol-2-yl)methylene]-1,3-dihydro-5-fluoro-4-[3-(2-hydroxy-propylamino)-1-propynyl]-2H-indol-2-one hydrochloride salt). Reaction SMILES: C([N:8]([CH2:13][C:14]#[CH:15])[CH2:9][CH:10]([OH:12])[CH3:11])(OC(C)(C)C)=O.[C:16]([C:19]1[CH:20]=[C:21](/[CH:24]=[C:25]2\[C:26](=[O:36])[NH:27][C:28]3[C:33]\2=[C:32](I)[C:31]([F:35])=[CH:30][CH:29]=3)[NH:22][CH:23]=1)(=[O:18])[CH3:17].FC(F)(F)C(O)=O.C(Cl)[Cl:45]>C1C=CC([P]([Pd]([P](C2C=CC=CC=2)(C2C=CC=CC=2)C2C=CC=CC=2)([P](C2C=CC=CC=2)(C2C=CC=CC=2)C2C=CC=CC=2)[P](C2C=CC=CC=2)(C2C=CC=CC=2)C2C=CC=CC=2)(C2C=CC=CC=2)C2C=CC=CC=2)=CC=1.CN(C=O)C.CCN(CC)CC.C(Cl)Cl.O>[ClH:45].[C:16]([C:19]1[CH:20]=[C:21](/[CH:24]=[C:25]2\[C:26](=[O:36])[NH:27][C:28]3[C:33]\2=[C:32]([C:15]#[C:14][CH2:13][NH:8][CH2:9][CH:10]([OH:12])[CH3:11])[C:31]([F:35])=[CH:30][CH:29]=3)[NH:22][CH:23]=1)(=[O:18])[CH3:17] |f:2.3,9.10,^1:50,52,71,90|. Reported procedure: Using Method C above, N-Boc-1-prop-2-ynylamino-propan-2-ol (0.13 g, 0.63 mmol) (Example 125A above) was coupled with (Z)-3-[(4-acetyl-1H-pyrrol-2-yl)methylene]-1,3-dihydro-5-fluoro-4-iodo-2H-indol-2-one (0.1 g, 0.25 mmol) (Example 90B) using (Ph3P)4Pd (30.0 mg) and Cul (5.0 mg) as catalyst in DMF (5 mL) and Et3N (5 mL) as solvent at 85° C. for 5 h. To the resulting compound in CH2Cl2 (6 mL) was added a 1:1 mixture of trifluoroacetic acid/CH2Cl2 (6 mL) and 3 drops of water at 0° C. and the mixtur... The reactants are O=C(n1ccnc1)n1ccnc1, CN(CCN)C(=O)OC(C)(C)C, Nc1nc(N)c(C(=O)O)nc1Cl, CN(C)C=O. Product: CN(CCNC(=O)c1nc(Cl)c(N)nc1N)C(=O)OC(C)(C)C. RXN SMILES: [C:13]([n:14]1[cH:15][cH:16][n:17][cH:18]1)([n:19]1[cH:20][cH:21][n:22][cH:23]1)=[O:24].[C:25]([CH3:26])([CH3:27])([CH3:28])[O:29][C:30]([N:31]([CH3:32])[CH2:33][CH2:34][NH2:35])=[O:36].[NH2:1][c:2]1[c:3]([C:10](=[O:11])[OH:12])[n:4][c:5]([Cl:9])[c:6]([NH2:8])[n:7]1.[O:37]=[CH:38][N:39]([CH3:40])[CH3:41]>>[NH2:1][c:2]1[c:3]([C:10](=[O:12])[NH:35][CH2:34][CH2:33][N:31]([C:30]([O:29][C:25]([CH3:26])([CH3:27])[CH3:28])=[O:36])[CH3:32])[n:4][c:5]([Cl:9])[c:6]([NH2:8])[n:7]1.